From a dataset of the Open Reaction Database (ORD), a public repository of structured organic reaction records. describe an organic reaction: reactants, conditions, products, and yield The solvent is O (water). Yield: 75.2%. Reaction SMILES: F[C:2]1[CH:7]=[CH:6][C:5]([N+:8]([O-:10])=[O:9])=[CH:4][CH:3]=1.[NH2:11][C:12]1[CH:21]=[CH:20][C:19]2[C:14](=[C:15]([OH:22])[CH:16]=[CH:17][CH:18]=2)[N:13]=1.C([O-])([O-])=O.[K+].[K+].CN1CCCC1=O>O>[N+:8]([C:5]1[CH:6]=[CH:7][C:2]([NH:11][C:12]2[CH:21]=[CH:20][C:19]3[C:14](=[C:15]([OH:22])[CH:16]=[CH:17][CH:18]=3)[N:13]=2)=[CH:3][CH:4]=1)([O-:10])=[O:9] |f:2.3.4|. Reported procedure: 0.3 g of 4-fluoronitrobenzene, 0.683 g of 2-amino-8-hydroxyquinoline, and 0.353 g of K2CO3 were added to a solution of 2.5 ml of N-methylpyrrolidinone. The reaction medium was heated at 60° C. for 7 hours and, after cooling to room temperature, was then poured into a water and ice mixture. The yellow precipitate formed was filtered off, reslurried in water and then dried over P2O5. 0.45 g of 2-[(4-nitrophenyl)amino]quinol-8-ol (11) was obtained. Reaction conditions: temperature 60 celsius. Reactants: FC1=CC=C(C=C1)[N+](=O)[O-] (4-fluoronitrobenzene), NC1=NC2=C(C=CC=C2C=C1)O (2-amino-8-hydroxyquinoline), C(=O)([O-])[O-].[K+].[K+] (K2CO3), CN1C(CCC1)=O (N-methylpyrrolidinone). Product: [N+](=O)([O-])C1=CC=C(C=C1)NC1=NC2=C(C=CC=C2C=C1)O (2-[(4-nitrophenyl)amino]quinol-8-ol).